Dataset: the Open Reaction Database (ORD), a public repository of structured organic reaction records. Task: describe an organic reaction: reactants, conditions, products, and yield Reactants: N (ammonia), C1(=CC=CC=C1)[C@@H]1C(=O)OCC1 ((R)-2-phenylbutyrolactone), ClCCl.CO (dichloromethane methanol). The solvent is C(C)O (ethanol). Product: C1(=CC=CC=C1)[C@H](C(=O)N)CCO ((R)-2-phenyl-4hydroxybutyramide). Yield: 63.3%. As a reaction SMILES: [C:1]1([C@H:7]2[CH2:12][CH2:11][O:10][C:8]2=[O:9])[CH:6]=[CH:5][CH:4]=[CH:3][CH:2]=1.[NH3:13].ClCCl.CO>C(O)C>[C:1]1([C@@H:7]([CH2:12][CH2:11][OH:10])[C:8]([NH2:13])=[O:9])[CH:6]=[CH:5][CH:4]=[CH:3][CH:2]=1 |f:2.3|. Procedure details: (R)-2-phenylbutyrolactone (1 gram) was dissolved in 5 ml of absolute ethanol, followed by the addition of 0.5 gram of gaseous ammonia. The solution was kept in a stoppered flask, and the progress of the reaction was followed by thin layer chromatography (eluent dichloromethane/methanol 20:1). After the reaction was judged complete, the ethanol was evaporated and the resulting residue redissolved in ethyl acetate. Ammonia was removed by extraction with 1% HCl, and the ethyl acetate solution was d... The reactants are [OH-].[Na+] (NaOH), C(C(C)(C)C)(=O)OCN1N=NC(=C1)C=1SC(=C(C1)C(=O)N)NC1=NC(=CC=C1)CN1CCOCC1 ([4-(4-(aminocarbonyl)-5-{[6-(morpholin-4-ylmethyl)pyridin-2-yl]amino}-2-thienyl)-1H-1,2,3-triazol-1-yl]methyl pivalate), Cl (HCl). Run in CO (MeOH), O (water), O (water). Reaction conditions: time 45 minute. Product: N1(CCOCC1)CC1=CC=CC(=N1)NC=1SC(=CC1C(=O)N)C=1N=NNC1 (2-{[6-(Morpholin-4-ylmethyl)pyridin-2-yl]amino}-5-(1H-1,2,3-triazol-4-yl)thiophene-3-carboxamide). As a reaction SMILES: C(OC[N:9]1[CH:13]=[C:12]([C:14]2[S:15][C:16]([NH:22][C:23]3[CH:28]=[CH:27][CH:26]=[C:25]([CH2:29][N:30]4[CH2:35][CH2:34][O:33][CH2:32][CH2:31]4)[N:24]=3)=[C:17]([C:19]([NH2:21])=[O:20])[CH:18]=2)[N:11]=[N:10]1)(=O)C(C)(C)C.[OH-].[Na+].Cl>CO.O>[N:30]1([CH2:29][C:25]2[N:24]=[C:23]([NH:22][C:16]3[S:15][C:14]([C:12]4[N:11]=[N:10][NH:9][CH:13]=4)=[CH:18][C:17]=3[C:19]([NH2:21])=[O:20])[CH:28]=[CH:27][CH:26]=2)[CH2:31][CH2:32][O:33][CH2:34][CH2:35]1 |f:1.2|. Reported procedure: To a suspension of [4-(4-(aminocarbonyl)-5-{[6-(morpholin-4-ylmethyl)pyridin-2-yl]amino}-2-thienyl)-1H-1,2,3-triazol-1-yl]methyl pivalate (70 mg, 0.14 mmol) in MeOH (1.5 mL) and water (1.0 mL) was added NaOH (1.0 M, 0.310 ml, 0.31 mmol). The mixture was stirred at room temperature for 45 min (the suspension became a clear orange solution). The reaction was neutralized with 2 N HCl (0.150 ml), diluted with water, and extracted with 5:1 CH2Cl2:MeOH (3×). The combined organic extracts were dried (M... The reactants are N1C(=C2C=3C(=CC=CC13)CCC2)C(=O)OCC (ethyl 1,3,4,5-tetrahydro-benz[cd]indole-2-carboxylate), [H-].[Na+] (sodium hydride), ice water, CI (methyl iodide). Solvent: CN(C=O)C (N,N-dimethylformamide). Run at time 30 minute. The product is CN1C(=C2C=3C(=CC=CC13)CCC2)C(=O)OCC (ethyl 1,3,4,5-tetrahydro-1-methyl-benz[cd]indole-2-carboxylate). The yield is 97.1%. RXN SMILES: [NH:1]1[C:9]2[CH:8]=[CH:7][CH:6]=[C:5]3[CH2:10][CH2:11][CH2:12][C:3]([C:4]=23)=[C:2]1[C:13]([O:15][CH2:16][CH3:17])=[O:14].[H-].[Na+].[CH3:20]I>CN(C)C=O>[CH3:20][N:1]1[C:9]2[CH:8]=[CH:7][CH:6]=[C:5]3[CH2:10][CH2:11][CH2:12][C:3]([C:4]=23)=[C:2]1[C:13]([O:15][CH2:16][CH3:17])=[O:14] |f:1.2|. Procedure details: To a solution of ethyl 1,3,4,5-tetrahydro-benz[cd]indole-2-carboxylate (1.00 g , 4.36 mmol) in N,N-dimethylformamide (20 ml) was added 60% sodium hydride (0.19 g, 4.80 mmol), followed by stirring at room temperature for 30 minutes. Then, methyl iodide (1.86 g, 13.1 mmol) was added and the resulting mixture was stirred at room temperature for 2 hours, after which the reaction mixture was poured into ice water, followed by extraction with ethyl acetate (twice). The extract solution was washed with... The reactants are CC(C)OC(=O)N1CCC(Oc2ncnc3c2CCN3c2ccc(Br)cc2F)CC1, CN1CCCC1=O, N#C[Cu], O. Product: CC(C)OC(=O)N1CCC(Oc2ncnc3c2CCN3c2ccc(C#N)cc2F)CC1. RXN SMILES: [Br:1][c:2]1[cH:3][c:4]([F:30])[c:5]([N:8]2[CH2:9][CH2:10][c:11]3[c:12]2[n:13][cH:14][n:15][c:16]3[O:17][CH:18]2[CH2:19][CH2:20][N:21]([C:24](=[O:25])[O:26][CH:27]([CH3:28])[CH3:29])[CH2:22][CH2:23]2)[cH:6][cH:7]1.[CH3:34][N:35]1[CH2:36][CH2:37][CH2:38][C:39]1=[O:40].[Cu:31][C:32]#[N:33].[OH2:41]>>[c:2]1([C:32]#[N:33])[cH:3][c:4]([F:30])[c:5]([N:8]2[CH2:9][CH2:10][c:11]3[c:12]2[n:13][cH:14][n:15][c:16]3[O:17][CH:18]2[CH2:19][CH2:20][N:21]([C:24](=[O:25])[O:26][CH:27]([CH3:28])[CH3:29])[CH2:22][CH2:23]2)[cH:6][cH:7]1. Starting materials: [H-].[Na+] (sodium hydride), oil, ClC1=CC=C(C=C1)F (p-chloro-fluorobenzene), CN([C@H]1C[C@H](C2=C(CC1)C=CC=C2)O)C (cis 7-dimethylamino-6,7,8,9-tetrahydro-5H-benzocyclohepten-5-ol). The solvent is CS(=O)C (dimethylsulfoxide). Reaction conditions: temperature 50 celsius, time 15 minute. Yields the product CN([C@H]1C[C@H](C2=C(CC1)C=CC=C2)OC2=CC=C(C=C2)Cl)C (cis N,N-dimethyl-5-[4-chlorophenoxy]-6,7,8,9-tetrahydro-5H-benzocyclohepten-7-amine). Reaction SMILES: [H-].[Na+].[CH3:3][N:4]([CH3:17])[C@@H:5]1[CH2:11][CH2:10][C:9]2[CH:12]=[CH:13][CH:14]=[CH:15][C:8]=2[C@H:7]([OH:16])[CH2:6]1.[Cl:18][C:19]1[CH:24]=[CH:23][C:22](F)=[CH:21][CH:20]=1>CS(C)=O>[CH3:3][N:4]([CH3:17])[C@@H:5]1[CH2:11][CH2:10][C:9]2[CH:12]=[CH:13][CH:14]=[CH:15][C:8]=2[C@H:7]([O:16][C:22]2[CH:23]=[CH:24][C:19]([Cl:18])=[CH:20][CH:21]=2)[CH2:6]1 |f:0.1|. Procedure: 0.6 ml of dimethylsulfoxide were added at room temperature to 60 mg of sodium hydride in a 50% oil dispersion and the mixture was heated to 50° C. for 20 minutes and was then cooled to 20° C. 205 mg of cis 7-dimethylamino-6,7,8,9-tetrahydro-5H-benzocyclohepten-5-ol were added thereto and after stirring the mixture for 15 minutes, 0.13 ml of p-chloro-fluorobenzene was added thereto. The mixture stood for one hour at 20° C. and was heated at 50° C. for 90 minutes and for 3 hours at 100° C. The mix... Reactants: N1CCNCC1 (piperazine), [C@@H]1([C@@H](CCC1)O)O (trans-1,2-cyclopentanediol), ClC1=NC2=CC=CC=C2C(=N1)Cl (2,4-dichloroquinazoline), [H-].[Na+] (sodium hydride). The solvent is O1CCOCC1 (dioxane), C(C)(=O)OCC (ethyl acetate), O1CCOCC1 (dioxane), CN(C=O)C (dimethylformamide), C(C)(=O)OCC (ethyl acetate). Product: O[C@H]1[C@@H](CCC1)OC1=NC(=NC2=CC=CC=C12)N1CCNCC1 (4-[trans-(2-hydroxycyclopentan-1-yl)oxy]-2-(1-piperazinyl)quinazoline). The yield is 19.1%. Reaction SMILES: [C@@H:1]1([OH:7])[CH2:5][CH2:4][CH2:3][C@H:2]1[OH:6].Cl[C:9]1[N:18]=[C:17](Cl)[C:16]2[C:11](=[CH:12][CH:13]=[CH:14][CH:15]=2)[N:10]=1.[H-].[Na+].[NH:22]1[CH2:27][CH2:26][NH:25][CH2:24][CH2:23]1>CN(C)C=O.C(OCC)(=O)C.O1CCOCC1>[OH:6][C@@H:2]1[CH2:3][CH2:4][CH2:5][C@H:1]1[O:7][C:17]1[C:16]2[C:11](=[CH:12][CH:13]=[CH:14][CH:15]=2)[N:10]=[C:9]([N:22]2[CH2:27][CH2:26][NH:25][CH2:24][CH2:23]2)[N:18]=1 |f:2.3|. Procedure details: To a solution of trans-1,2-cyclopentanediol [manufactured by Aldrich Co., cf. J. Chem. Soc., 4026 (1952)] (5.39 g) and 2,4-dichloroquinazoline [cf. J. Am. Chem. Soc., 53, 3867 (1931)] (9.58 g) in dimethylformamide (50 ml) is added gradually 60% sodium hydride (in oil) (2.49 g) with stirring under ice-cooling, and the mixture is stirred at room temperature for 1 hour and 20 minutes. The reaction mixture is diluted with ethyl acetate and washed with water 6 times. The resulting ethyl acetate solut... Reactants: Cc1ccccc1, CO, CC(C)c1ccc2sc(C(=N)N)cc2c1, ClC(Cl)Cl, Cl. The product is C=C(C)c1ccc2sc(C(=N)N)cc2c1, Cl. As a reaction SMILES: [CH3:1][c:2]1[cH:3][cH:4][cH:5][cH:6][cH:7]1.[CH3:24][OH:25].[CH3:9][CH:10]([CH3:11])[c:12]1[cH:13][c:14]2[c:15]([s:16][c:17]([C:19](=[NH:20])[NH2:21])[cH:18]2)[cH:22][cH:23]1.[Cl:26][CH:27]([Cl:28])[Cl:29].[ClH:8]>>[CH2:9]=[C:10]([CH3:11])[c:12]1[cH:13][c:14]2[c:15]([s:16][c:17]([C:19](=[NH:20])[NH2:21])[cH:18]2)[cH:22][cH:23]1.[ClH:8]. The reactants are COC(=O)C1=C(NC(=C(C1C=1N=C(SC1)C1=CC=CC=C1)C(=O)OC)C)C (2,6-dimethyl-4-(2'-phenylthiazol-4-yl)-1,4-dihydropyridine-3,5-dicarboxylic acid dimethyl ester), C(C)(C)OC(=O)C1=C(NC(=C(C1C=1N=C(SC1)C1=CC=CC=C1)C(=O)OC(C)C)C)C (2,6-dimethyl-4-(2'-phenylthiazol-4-yl)-1,4-dihydropyridine-3,5-dicarboxylic acid diisopropyl ester). Yields the product C(C)(C)OC(=O)C=1C(C(=C(NC1C)C)C(=O)OCC)C=1SC=CN1 (2,6-Dimethyl-4-thiazol-2-yl-1,4-dihydropyridine-3,5-dicarboxylic acid 3-ethyl 5-isopropyl ester). As a reaction SMILES: COC(C1C([C:11]2[N:12]=[C:13](C3C=CC=CC=3)[S:14][CH:15]=2)C(C(OC)=O)=C(C)NC=1C)=O.[CH:28]([O:31][C:32]([C:34]1[CH:39](C2N=C(C3C=CC=CC=3)SC=2)[C:38]([C:51]([O:53][CH:54]([CH3:56])C)=[O:52])=[C:37]([CH3:57])[NH:36][C:35]=1[CH3:58])=[O:33])([CH3:30])[CH3:29]>>[CH:28]([O:31][C:32]([C:34]1[CH:39]([C:13]2[S:14][CH:15]=[CH:11][N:12]=2)[C:38]([C:51]([O:53][CH2:54][CH3:56])=[O:52])=[C:37]([CH3:57])[NH:36][C:35]=1[CH3:58])=[O:33])([CH3:29])[CH3:30]. Procedure: The following compounds were obtained in an analogous manner: (b) 2,6-dimethyl-4-thiazol-2-yl-1,4-dihydropyridine-3,5-dicarboxylic acid 3-ethyl 5-methyl ester and (c) 2,6-dimethyl-4-thiazol-2-yl-1,4-dihydropyridine-3,5-dicarboxylic acid 3-ethyl 5-propyl ester. The reactants are ClC1=CC2=C(C(NC=3N2N=C(C3)C)=O)C=N1 (8-chloro-2-methylpyrazolo[1,5-a]pyrido[3,4-e]pyrimidin-5(4H)-one), P(=O)(Cl)(Cl)Cl (phosphorus oxychloride). Run at time 1 hour. Product: ClC1=NC=2N(C3=C1C=NC(=C3)Cl)N=C(C2)C (5,8-Dichloro-2-methylpyrazolo[1,5-a]pyrido[3,4-e]pyrimidine). RXN SMILES: [Cl:1][C:2]1[N:16]=[CH:15][C:5]2[C:6](=O)[NH:7][C:8]3[N:9]([N:10]=[C:11]([CH3:13])[CH:12]=3)[C:4]=2[CH:3]=1.P(Cl)(Cl)([Cl:19])=O>>[Cl:19][C:6]1[C:5]2[CH:15]=[N:16][C:2]([Cl:1])=[CH:3][C:4]=2[N:9]2[N:10]=[C:11]([CH3:13])[CH:12]=[C:8]2[N:7]=1. Procedure details: 23.5 g. of 8-chloro-2-methylpyrazolo[1,5-a]pyrido[3,4-e]pyrimidin-5(4H)-one of Example 1b are refluxed in 100 ml. of phosphorus oxychloride for 12 hours. The excess phosphorus oxychloride is distilled off in vacuo and the oily residue is poured on ice. After standing for 1 hour, 5,8-dichloro2-methylpyrazolo[1,5-a]pyrido[3,4-e]pyrimidine is filtered off, yield: 17 g. (67%); m.p. 203.4° (ethyl acetate).